This data is from the Open Reaction Database (ORD), a public repository of structured organic reaction records. The task is: describe an organic reaction: reactants, conditions, products, and yield The reactants are [N+](=O)([O-])C1=C(N)C(=CC(=C1)[N+](=O)[O-])Br (2,4-dinitro-6-bromoaniline), Cl2Pd(PPh3)2. Run in CN(C)C=O (DMF). Yields the product [N+](=O)([O-])C1=C(N)C(=CC(=C1)[N+](=O)[O-])C1=CC=CC=C1 (2,4-dinitro-6-phenylaniline). Isolated yield 80.0%. Reaction SMILES: [N+:1]([C:4]1[CH:10]=[C:9]([N+:11]([O-:13])=[O:12])[CH:8]=[C:7](Br)[C:5]=1[NH2:6])([O-:3])=[O:2]>CN(C=O)C>[N+:1]([C:4]1[CH:10]=[C:9]([N+:11]([O-:13])=[O:12])[CH:8]=[C:7]([C:4]2[CH:10]=[CH:9][CH:8]=[CH:7][CH:5]=2)[C:5]=1[NH2:6])([O-:3])=[O:2]. Reported procedure: A solution of 2,4-dinitro-6-bromoaniline (2.5 g, 9.5 mmol), tetraphenylltin (6.1 g, 14.3 mmol) and Cl2Pd(PPh3)2 (100 mg) in 10 ml of DMF was stirred at 140° C. for 12 h. Reaction mixture was concentrated in vacuo, yielding an oil which was purified on silica gel column chromatography (CH2Cl2, neat) to provide 1.0 g (3.8 mmol, 41%) of 2,4-dinitro-6-phenylaniline, which was converted to the diamine (0.72 g, >95%) on hydrogenation (H2/Pd—C). Starting materials: N1C(CCCC1)=O (piperidin-2-one), BrC1=CC(=C(C=C1)C(=O)N1CCN(CC1)C1=C(C=C(C=C1)C)C)S(=O)(=O)C ((4-bromo-2-methanesulfonylphenyl)[4-(2,4-dimethylphenyl)piperazin-1-yl]methanone). Yields the product CC1=C(C=CC(=C1)C)N1CCN(CC1)C(=O)C1=C(C=C(C=C1)N1C(CCCC1)=O)S(=O)(=O)C (1-{4-[4-(2,4-dimethylphenyl)piperazine-1-carbonyl]-3-methanesulfonylphenyl}piperidin-2-one). Isolated yield 62.4%. As a reaction SMILES: [NH:1]1[CH2:6][CH2:5][CH2:4][CH2:3][C:2]1=[O:7].Br[C:9]1[CH:14]=[CH:13][C:12]([C:15]([N:17]2[CH2:22][CH2:21][N:20]([C:23]3[CH:28]=[CH:27][C:26]([CH3:29])=[CH:25][C:24]=3[CH3:30])[CH2:19][CH2:18]2)=[O:16])=[C:11]([S:31]([CH3:34])(=[O:33])=[O:32])[CH:10]=1>>[CH3:30][C:24]1[CH:25]=[C:26]([CH3:29])[CH:27]=[CH:28][C:23]=1[N:20]1[CH2:19][CH2:18][N:17]([C:15]([C:12]2[CH:13]=[CH:14][C:9]([N:1]3[CH2:6][CH2:5][CH2:4][CH2:3][C:2]3=[O:7])=[CH:10][C:11]=2[S:31]([CH3:34])(=[O:33])=[O:32])=[O:16])[CH2:22][CH2:21]1. Procedure details: Using piperidin-2-one (104 mg) and (4-bromo-2-methanesulfonylphenyl)[4-(2,4-dimethylphenyl)piperazin-1-yl]methanone (451 mg) described in Preparation Example 110 and by the reaction and treatment in the same manner as in Example 1, the title compound (293 mg) was obtained. As a reaction SMILES: [CH3:1][N:2]([CH2:8][CH2:9][CH:10]([C:17]1[CH:22]=[CH:21][CH:20]=[CH:19][CH:18]=1)[C:11]1[CH:16]=[CH:15][CH:14]=[CH:13][N:12]=1)[CH2:3][CH2:4][CH2:5][CH2:6][NH2:7].[C:23](N1C=CN=C1)(N1C=CN=C1)=[O:24].[N:35]1([CH2:41][C:42]2[CH:43]=[C:44]([CH:50]=[CH:51][CH:52]=2)[O:45][CH2:46][CH2:47][CH2:48][NH2:49])[CH2:40][CH2:39][CH2:38][CH2:37][CH2:36]1>>[C:17]1([CH:10]([C:11]2[CH:16]=[CH:15][CH:14]=[CH:13][N:12]=2)[CH2:9][CH2:8][N:2]([CH2:3][CH2:4][CH2:5][CH2:6][NH:7][C:23]([NH:49][CH2:48][CH2:47][CH2:46][O:45][C:44]2[CH:50]=[CH:51][CH:52]=[C:42]([CH2:41][N:35]3[CH2:40][CH2:39][CH2:38][CH2:37][CH2:36]3)[CH:43]=2)=[O:24])[CH3:1])[CH:18]=[CH:19][CH:20]=[CH:21][CH:22]=1. Reported procedure: Preparation is effected analogously to Example 63, using 0.7 g (2.3 mmol) of N-methyl-N-[3-phenyl-3-(2-pyridyl)propyl]-1,4-butanediamine, an equimolar amount of 1,1'-carbonyldiimidazole and 0.7 g (2.8 mmol) of 3-[3-(piperidinomethyl)phenoxy]propaneamine. Working up by chromatography analogously to Example 63 yields the purified title compound in the form of an oil; MS (EI-80 eV): m/z (rel. int.[%])=571 ([M]+, 4), 84 (22), 169 (100). Reactants: CN(CCCCN)CCC(C1=NC=CC=C1)C1=CC=CC=C1 (N-methyl-N-[3-phenyl-3-(2-pyridyl)propyl]-1,4-butanediamine), C(=O)(N1C=NC=C1)N1C=NC=C1 (1,1'-carbonyldiimidazole), N1(CCCCC1)CC=1C=C(OCCCN)C=CC1 (3-[3-(piperidinomethyl)phenoxy]propaneamine). Yields the product C1(=CC=CC=C1)C(CCN(C)CCCCNC(=O)NCCCOC1=CC(=CC=C1)CN1CCCCC1)C1=NC=CC=C1 (N-[4-[N-[3-phenyl-3-(2-pyridyl)propyl]-N-methylamino]butyl]-N'-[3-[3-(piperidinomethyl)phenoxy]propyl]urea). The reactants are CC(C)(C)OC(=O)NC1CN(C(=O)OCc2ccccc2)CC1COS(C)(=O)=O, ClCCl, O=C(O)C(F)(F)F. Product: O=C(OCc1ccccc1)N1CC2CNC2C1. As a reaction SMILES: [C:1]([O:2][C:3]([NH:8][CH:9]1[CH2:10][N:11]([C:20](=[O:21])[O:22][CH2:23][c:24]2[cH:25][cH:26][cH:27][cH:28][cH:29]2)[CH2:12][CH:13]1[CH2:14][O:4][S:5]([CH3:6])(=[O:7])=[O:15])=[O:16])([CH3:17])([CH3:18])[CH3:19].[Cl:37][CH2:38][Cl:39].[OH:30][C:31]([C:32]([F:33])([F:34])[F:35])=[O:36]>>[NH:8]1[CH:9]2[CH2:10][N:11]([C:20](=[O:21])[O:22][CH2:23][c:24]3[cH:25][cH:26][cH:27][cH:28][cH:29]3)[CH2:12][CH:13]2[CH2:14]1. Reactants: C1(CC1)N1C=NC2=C1C(=NC(=C2)C2=CC=NC=C2)O[C@H](C)[C@@H]2CC(NC2)=O ((R)-4-((R)-1-((3-cyclopropyl-6-(pyridin-4-yl)-3H-imidazo[4,5-c]pyridin-4-yl)oxy)ethyl)pyrrolidin-2-one), C(C)OC=1C=C(C=CC1OC)B(O)O ((3-ethoxy-4-methoxyphenyl)boronic acid). Product: C1(CC1)N1C=NC2=C1C(=NC(=C2)C2=CC(=C(C=C2)OC)OCC)O[C@H](C)[C@@H]2CC(NC2)=O ((R)-4-((R)-1-((3-cyclopropyl-6-(3-ethoxy-4-methoxyphenyl)-3H-imidazo[4,5-c]pyridin-4-yl)oxy)ethyl)pyrrolidin-2-one). Isolated yield 32.5%. Reaction SMILES: [CH:1]1([N:4]2[C:8]3[C:9]([O:19][C@@H:20]([C@H:22]4[CH2:26][NH:25][C:24](=[O:27])[CH2:23]4)[CH3:21])=[N:10][C:11](C4C=CN=CC=4)=[CH:12][C:7]=3[N:6]=[CH:5]2)[CH2:3][CH2:2]1.[CH2:28]([O:30][C:31]1[CH:32]=[C:33](B(O)O)[CH:34]=[CH:35][C:36]=1[O:37][CH3:38])[CH3:29]>>[CH:1]1([N:4]2[C:8]3[C:9]([O:19][C@@H:20]([C@H:22]4[CH2:26][NH:25][C:24](=[O:27])[CH2:23]4)[CH3:21])=[N:10][C:11]([C:33]4[CH:34]=[CH:35][C:36]([O:37][CH3:38])=[C:31]([O:30][CH2:28][CH3:29])[CH:32]=4)=[CH:12][C:7]=3[N:6]=[CH:5]2)[CH2:2][CH2:3]1. Procedure: Prepared by Suzuki coupling reaction procedure, as previously described for the synthesis of (R)-4-((R)-1-((3-cyclopropyl-6-(pyridin-4-yl)-3H-imidazo[4,5-c]pyridin-4-yl)oxy)ethyl)pyrrolidin-2-one:, using instead (3-ethoxy-4-methoxyphenyl)boronic acid (80.5 mg, 0.41 mmol) as a starting material to afford 38.8 mg (32.5%) of (R)-4-((R)-1-((3-cyclopropyl-6-(3-ethoxy-4-methoxyphenyl)-3H-imidazo[4,5-c]pyridin-4-yl)oxy)ethyl)pyrrolidin-2-one:. 1H NMR (300 MHz, DMSO-d6) δ 8.232 (s, 1H), 7.723 (s, 1H), 7... The reactants are Cl (HCl), N#N (N2), OC1=CC=C(C=C1)CCCC1N(C(N(C1)CC1=CC=C(C=C1)C)=O)CCC (4-[3-(4-hydroxy-phenyl)-propyl]-1-(4-methyl-benzyl)-3-propyl-imidazolidin-2-one), BrC(C(=O)OCC)(C)C (ethyl 2-bromoisobutyrate), [O-]S(=O)(=O)[O-].[Mg+2] (MgSO4), C(=O)([O-])[O-].[K+].[K+] (K2CO3). Solvent: CCOC(=O)C (EtOAc), C(C)O (ethanol). The product is C(C)OC(C(C)(OC1=CC=C(C=C1)CCCC1N(C(N(C1)CC1=CC=C(C=C1)C)=O)CCC)C)=O (2-methyl-2-(4-{3-[1-(4-methyl-benzyl)-2-oxo-3-propyl-imidazolidin-4-yl]-propyl}-phenoxy)-propionic acid ethyl ester). Yield: 72.1%. As a reaction SMILES: [OH:1][C:2]1[CH:7]=[CH:6][C:5]([CH2:8][CH2:9][CH2:10][CH:11]2[CH2:15][N:14]([CH2:16][C:17]3[CH:22]=[CH:21][C:20]([CH3:23])=[CH:19][CH:18]=3)[C:13](=[O:24])[N:12]2[CH2:25][CH2:26][CH3:27])=[CH:4][CH:3]=1.Br[C:29]([CH3:36])([CH3:35])[C:30]([O:32][CH2:33][CH3:34])=[O:31].[O-]S([O-])(=O)=O.[Mg+2].C([O-])([O-])=O.[K+].[K+].N#N.Cl>C(O)C.CCOC(C)=O>[CH2:33]([O:32][C:30](=[O:31])[C:29]([CH3:36])([O:1][C:2]1[CH:7]=[CH:6][C:5]([CH2:8][CH2:9][CH2:10][CH:11]2[CH2:15][N:14]([CH2:16][C:17]3[CH:18]=[CH:19][C:20]([CH3:23])=[CH:21][CH:22]=3)[C:13](=[O:24])[N:12]2[CH2:25][CH2:26][CH3:27])=[CH:4][CH:3]=1)[CH3:35])[CH3:34] |f:2.3,4.5.6|. Procedure: A mixture of 4-[3-(4-hydroxy-phenyl)-propyl]-1-(4-methyl-benzyl)-3-propyl-imidazolidin-2-one (0.687 g, 1.87 mmol), ethyl 2-bromoisobutyrate (2.55 g, 13.1 mmol), MgSO4 (0.22 g, 1.83 mmol) and 325 mesh K2CO3 (0.77 g, 5.57 mmol) in ethanol (60 mL) was heated at 70° C. for under N2 for 16 h. The reaction mixture was cooled and the solvent removed in vacuo to give a residue that was acidified with 1 N HCl (20 mL). The reaction was diluted with EtOAc and washed with water. The organic layer was dried ... Reactants: CCC(CC)(c1ccc(C#CC2(O)CCOCC2)c(C)c1)c1ccc(-c2cncc(CC(=O)OC)c2)c(C)c1, CO, [Na+], C1CCOC1, [OH-]. The product is CCC(CC)(c1ccc(C#CC2(O)CCOCC2)c(C)c1)c1ccc(-c2cncc(CC(=O)O)c2)c(C)c1. Reaction SMILES: [CH3:3][O:4][C:5]([CH2:6][c:7]1[cH:8][n:9][cH:10][c:11](-[c:13]2[c:14]([CH3:40])[cH:15][c:16]([C:19]([CH2:20][CH3:21])([c:22]3[cH:23][c:24]([CH3:37])[c:25]([C:28]#[C:29][C:30]4([OH:36])[CH2:31][CH2:32][O:33][CH2:34][CH2:35]4)[cH:26][cH:27]3)[CH2:38][CH3:39])[cH:17][cH:18]2)[cH:12]1)=[O:41].[CH3:47][OH:48].[Na+:2].[O:42]1[CH2:43][CH2:44][CH2:45][CH2:46]1.[OH-:1]>>[O:4]=[C:5]([CH2:6][c:7]1[cH:8][n:9][cH:10][c:11](-[c:13]2[c:14]([CH3:40])[cH:15][c:16]([C:19]([CH2:20][CH3:21])([c:22]3[cH:23][c:24]([CH3:37])[c:25]([C:28]#[C:29][C:30]4([OH:36])[CH2:31][CH2:32][O:33][CH2:34][CH2:35]4)[cH:26][cH:27]3)[CH2:38][CH3:39])[cH:17][cH:18]2)[cH:12]1)[OH:41]. The reactants are ClC1=C(C=CC=C1C(F)(F)F)CN ({[2-chloro-3-(trifluoromethyl)phenyl]methyl}amine), O=C1CC[C@H](N1CC1=NC=CC=C1)C(=O)O (5-oxo-1-(2-pyridinylmethyl)proline), Cl.CN(CCCN=C=NCC)C (N-(3-dimethylaminopropyl)-N′-ethylcarbodiimide hydrochloride), ON1N=NC2=C1C=CC=C2 (1-hydroxybenzotriazole). The solvent is ClCCl (dichloromethane). Conditions: time 8 hour. The product is ClC1=C(C=CC=C1C(F)(F)F)CNC([C@H]1N(C(CC1)=O)CC1=NC=CC=C1)=O (N-{[2-chloro-3-(trifluoromethyl)phenyl]methyl}-5-oxo-1-(2-pyridinylmethyl)prolinamide). Isolated yield 63.9%. RXN SMILES: [O:1]=[C:2]1[N:6]([CH2:7][C:8]2[CH:13]=[CH:12][CH:11]=[CH:10][N:9]=2)[C@H:5]([C:14]([OH:16])=O)[CH2:4][CH2:3]1.Cl.CN(C)CCCN=C=NCC.ON1C2C=CC=CC=2N=N1.[Cl:39][C:40]1[C:45]([C:46]([F:49])([F:48])[F:47])=[CH:44][CH:43]=[CH:42][C:41]=1[CH2:50][NH2:51]>ClCCl>[Cl:39][C:40]1[C:45]([C:46]([F:48])([F:49])[F:47])=[CH:44][CH:43]=[CH:42][C:41]=1[CH2:50][NH:51][C:14](=[O:16])[C@@H:5]1[CH2:4][CH2:3][C:2](=[O:1])[N:6]1[CH2:7][C:8]1[CH:13]=[CH:12][CH:11]=[CH:10][N:9]=1 |f:1.2|. Reported procedure: 5-oxo-1-(2-pyridinylmethyl)proline (0.220 g, 1 mmol, prepared as described below), N-(3-dimethylaminopropyl)-N′-ethylcarbodiimide hydrochloride (0.384 g, 2 mmol), and 1-hydroxybenzotriazole (0.308 g, 2 mmol) were stirred together in dichloromethane (10 ml) at room temperature for 30 minutes. The mixture was then treated with {[2-chloro-3-(trifluoromethyl)phenyl]methyl}amine (0.314 g, 1.5 mmol) and the mixture was stirred overnight at room temperature. The mixture was concentrated and partitioned...